Dataset: the Open Reaction Database (ORD), a public repository of structured organic reaction records. Task: describe an organic reaction: reactants, conditions, products, and yield Starting materials: ClC1=NC=NC(=C1[N+](=O)[O-])Cl (4,6-dichloro-5-nitropyrimidine), CNCCC1=NC=CC=C1 (2-(2-(methylamino)ethyl)pyridine), C(C)C=1NC=CN1 (2-ethylimidazole), [Sn](Cl)Cl (tin (II) chloride), C(=O)(N1C=NC=C1)N1C=NC=C1 (carbonyidiimidazole). The product is C(C)C1=NC=C2C(NC=3C(=NC=NC3N21)N(C)CCC2=NC=CC=C2)=O (9-Ethyl-4-[(2-(pyridin-2-yl)ethyl)methylamino]imidazo[5,1-h]pteridin-6(5H)-one). RXN SMILES: Cl[C:2]1[C:7]([N+:8]([O-])=O)=[C:6](Cl)[N:5]=[CH:4][N:3]=1.[CH3:12][NH:13][CH2:14][CH2:15][C:16]1[CH:21]=[CH:20][CH:19]=[CH:18][N:17]=1.[CH2:22]([C:24]1[NH:25][CH:26]=[CH:27][N:28]=1)[CH3:23].[Sn](Cl)Cl.[C:32](N1C=CN=C1)(N1C=CN=C1)=[O:33]>>[CH2:22]([C:24]1[N:28]2[C:27]([C:32](=[O:33])[NH:8][C:7]3[C:2]([N:13]([CH2:14][CH2:15][C:16]4[CH:21]=[CH:20][CH:19]=[CH:18][N:17]=4)[CH3:12])=[N:3][CH:4]=[N:5][C:6]=32)=[CH:26][N:25]=1)[CH3:23]. Reported procedure: Prepared by treatment of 4,6-dichloro-5-nitropyrimidine with 2-(2-(methylamino)ethyl)pyridine followed by reaction with 2-ethylimidazole, reduction with tin (II) chloride and cyclization with carbonyidiimidazole. The reactants are Clc1ncc(Br)cn1, CCOC(=O)N1c2ccc(OC)nc2C(N)CC1C, C1COCCO1, CCN(C(C)C)C(C)C. Product: CCOC(=O)N1c2ccc(OC)nc2C(Nc2ncc(Br)cn2)CC1C. Reaction SMILES: [Br:20][c:21]1[cH:22][n:23][c:24]([Cl:27])[n:25][cH:26]1.[CH2:1]([CH3:2])[O:3][C:4](=[O:5])[N:6]1[CH:7]([CH3:19])[CH2:8][CH:9]([NH2:18])[c:10]2[n:11][c:12]([O:16][CH3:17])[cH:13][cH:14][c:15]21.[CH2:37]1[O:38][CH2:39][CH2:40][O:41][CH2:42]1.[CH:28]([N:29]([CH2:30][CH3:31])[CH:32]([CH3:33])[CH3:34])([CH3:35])[CH3:36]>>[CH2:1]([CH3:2])[O:3][C:4](=[O:5])[N:6]1[CH:7]([CH3:19])[CH2:8][CH:9]([NH:18][c:24]2[n:23][cH:22][c:21]([Br:20])[cH:26][n:25]2)[c:10]2[n:11][c:12]([O:16][CH3:17])[cH:13][cH:14][c:15]21.